Dataset: the Open Reaction Database (ORD), a public repository of structured organic reaction records. Task: describe an organic reaction: reactants, conditions, products, and yield The reactants are Brc1cccnc1, O=C([O-])[O-], C1COCCO1, CCCNc1c(OC)nn2c(-c3c(OC)cc(COC)cc3OC)csc12, [Cs+], [Cs+], O=C(C=Cc1ccccc1)C=Cc1ccccc1, O=C(C=Cc1ccccc1)C=Cc1ccccc1, O=C(C=Cc1ccccc1)C=Cc1ccccc1, O, [Pd], [Pd], CC1(C)c2cccc(P(c3ccccc3)c3ccccc3)c2Oc2c(P(c3ccccc3)c3ccccc3)cccc21. Yields the product CCCN(c1cccnc1)c1c(OC)nn2c(-c3c(OC)cc(COC)cc3OC)csc12. As a reaction SMILES: [Br:28][c:29]1[cH:30][n:31][cH:32][cH:33][cH:34]1.[C:35](=[O:36])([O-:37])[O-:38].[CH2:140]1[O:141][CH2:142][CH2:143][O:144][CH2:145]1.[CH3:1][O:2][c:3]1[c:4](-[c:14]2[n:15]3[c:16]([s:17][cH:18]2)[c:19]([NH:24][CH2:25][CH2:26][CH3:27])[c:20]([O:22][CH3:23])[n:21]3)[c:5]([O:12][CH3:13])[cH:6][c:7]([CH2:9][O:10][CH3:11])[cH:8]1.[Cs+:39].[Cs+:40].[O:103]=[C:104]([CH:105]=[CH:106][c:107]1[cH:108][cH:109][cH:110][cH:111][cH:112]1)[CH:113]=[CH:114][c:115]1[cH:116][cH:117][cH:118][cH:119][cH:120]1.[O:121]=[C:122]([CH:123]=[CH:124][c:125]1[cH:126][cH:127][cH:128][cH:129][cH:130]1)[CH:131]=[CH:132][c:133]1[cH:134][cH:135][cH:136][cH:137][cH:138]1.[O:85]=[C:86]([CH:87]=[CH:88][c:89]1[cH:90][cH:91][cH:92][cH:93][cH:94]1)[CH:95]=[CH:96][c:97]1[cH:98][cH:99][cH:100][cH:101][cH:102]1.[OH2:139].[Pd:83].[Pd:84].[c:41]1([P:42]([c:43]2[cH:44][cH:45][cH:46][cH:47][cH:48]2)[c:49]2[c:50]3[c:74]([cH:75][cH:76][cH:77]2)[C:71]([CH3:72])([CH3:73])[c:53]2[c:52]([c:57]([P:58]([c:59]4[cH:60][cH:61][cH:62][cH:63][cH:64]4)[c:65]4[cH:66][cH:67][cH:68][cH:69][cH:70]4)[cH:56][cH:55][cH:54]2)[O:51]3)[cH:78][cH:79][cH:80][cH:81][cH:82]1>>[CH3:1][O:2][c:3]1[c:4](-[c:14]2[n:15]3[c:16]([s:17][cH:18]2)[c:19]([N:24]([CH2:25][CH2:26][CH3:27])[c:29]2[cH:30][n:31][cH:32][cH:33][cH:34]2)[c:20]([O:22][CH3:23])[n:21]3)[c:5]([O:12][CH3:13])[cH:6][c:7]([CH2:9][O:10][CH3:11])[cH:8]1. The reactants are C1(CC1)C(=O)C=1C=NC2=CC=C(C=C2C1N[C@@H]1CC[C@H](CC1)CN1CCCC1)C1=CC(=C(C(=C1)Cl)O)Cl (cyclopropyl{6-(3,5-dichloro-4-hydroxyphenyl)-4-[trans-4-(pyrrolidin-1-ylmethyl)cyclohexylamino]quinolin-3-yl}methanone), Cl (HCl), O (water). Run in CO (methanol). The product is Cl.C1(CC1)C(=O)C=1C=NC2=CC=C(C=C2C1N[C@@H]1CC[C@H](CC1)CN1CCCC1)C1=CC(=C(C(=C1)Cl)O)Cl (Cyclopropyl{6-(3,5-dichloro-4-hydroxyphenyl)-4-[trans-4-(pyrrolidin-1-ylmethyl)cyclohexylamino]quinolin-3-yl}methanone hydrochloride), hydrochloride salt. RXN SMILES: [CH:1]1([C:4]([C:6]2[CH:7]=[N:8][C:9]3[C:14]([C:15]=2[NH:16][C@H:17]2[CH2:22][CH2:21][C@H:20]([CH2:23][N:24]4[CH2:28][CH2:27][CH2:26][CH2:25]4)[CH2:19][CH2:18]2)=[CH:13][C:12]([C:29]2[CH:34]=[C:33]([Cl:35])[C:32]([OH:36])=[C:31]([Cl:37])[CH:30]=2)=[CH:11][CH:10]=3)=[O:5])[CH2:3][CH2:2]1.Cl.O>CO>[ClH:35].[CH:1]1([C:4]([C:6]2[CH:7]=[N:8][C:9]3[C:14]([C:15]=2[NH:16][C@H:17]2[CH2:18][CH2:19][C@H:20]([CH2:23][N:24]4[CH2:28][CH2:27][CH2:26][CH2:25]4)[CH2:21][CH2:22]2)=[CH:13][C:12]([C:29]2[CH:34]=[C:33]([Cl:35])[C:32]([OH:36])=[C:31]([Cl:37])[CH:30]=2)=[CH:11][CH:10]=3)=[O:5])[CH2:2][CH2:3]1 |f:4.5|. Procedure: To a suspension of cyclopropyl{6-(3,5-dichloro-4-hydroxyphenyl)-4-[trans-4-(pyrrolidin-1-ylmethyl)cyclohexylamino]quinolin-3-yl}methanone (3.69 g, 6.85 mmol) in methanol (70 mL) was added 1M HCl in water (17 mL, 17 mmol) at 0° C. The resultant solution was concentrated to an approximate volume of 30 mL. The precipitate was washed with acetonitrile to obtain the desired product as the hydrochloride salt (3.58 g) as a yellow solid: 1H NMR (500 MHz, CD3OD) δ 9.34 (s, 1H), 8.49 (s, 1H), 8.27 (dd, J=...